This data is from the Open Reaction Database (ORD), a public repository of structured organic reaction records. The task is: describe an organic reaction: reactants, conditions, products, and yield The reactants are CC(C)(C)OC(=O)NC1CCNCC1 (4-N-Boc-aminopiperidine), C(C)(=O)NC=1SC2=C(N1)CCC1=C2N(N=C1)C1=CC=C(C(=O)O)C=C1 (4-(7-acetylamino-4,5-dihydro-pyrazolo[3′,4′:3,4]benzo[1,2-d]thiazol-1-yl)-benzoic acid), CN(C)C(=[N+](C)C)ON1C2=C(C=CC=C2)N=N1.[B-](F)(F)(F)F (TBTU), C(C)(C)N(CC)C(C)C (diisopropylethylamine), C([O-])([O-])=O.[K+].[K+] (potassium carbonate). Run in ClCCl (dichloromethane). Run at time 15 minute. Product: NC1CCN(CC1)C(=O)C1=CC=C(C=C1)N1N=CC2=C1C1=C(N=C(S1)NC(C)=O)CC2 (N-{1-[4-(4-AMINO-PIPERIDINE-1-CARBONYL)-PHENYL]-4,5-DIHYDRO-1H-PYRAZOLO[3′,4′:3,4]BENZO[1,2-d]THIAZOL-7-YL}-ACETAMIDE). As a reaction SMILES: [C:1]([NH:4][C:5]1[S:6][C:7]2[C:13]3[N:14]([C:17]4[CH:25]=[CH:24][C:20]([C:21](O)=[O:22])=[CH:19][CH:18]=4)[N:15]=[CH:16][C:12]=3[CH2:11][CH2:10][C:8]=2[N:9]=1)(=[O:3])[CH3:2].CN(C(ON1N=NC2C=CC=CC1=2)=[N+](C)C)C.[B-](F)(F)(F)F.C(N(C(C)C)CC)(C)C.CC(OC([NH:64][CH:65]1[CH2:70][CH2:69][NH:68][CH2:67][CH2:66]1)=O)(C)C.C(=O)([O-])[O-].[K+].[K+]>ClCCl>[NH2:64][CH:65]1[CH2:70][CH2:69][N:68]([C:21]([C:20]2[CH:24]=[CH:25][C:17]([N:14]3[C:13]4[C:7]5[S:6][C:5]([NH:4][C:1](=[O:3])[CH3:2])=[N:9][C:8]=5[CH2:10][CH2:11][C:12]=4[CH:16]=[N:15]3)=[CH:18][CH:19]=2)=[O:22])[CH2:67][CH2:66]1 |f:1.2,5.6.7|. Procedure: A solution of 0.3 g (0.85 mmol)) 4-(7-acetylamino-4,5-dihydro-pyrazolo[3′,4′:3,4]benzo[1,2-d]thiazol-1-yl)-benzoic acid (prepared analogously to Example 1), 0.32 g (1.00 mmol) TBTU and 0.75 ml (4.38 mmol) diisopropylethylamine in 25 ml dichloromethane is stirred for 15 minutes at ambient temperature and then combined with 0.17 g (0.86 mmol) 4-N-Boc-aminopiperidine. After 2.5 hours the reaction mixture is poured onto 25 ml 5% potassium carbonate solution. The organic phase is dried and evaporated...